From a dataset of the Open Reaction Database (ORD), a public repository of structured organic reaction records. describe an organic reaction: reactants, conditions, products, and yield Reactants: [H-].[Na+] (Sodium hydride), BrC1=C2C(=NC=C1)NC=C2 (4-Bromo-1H-pyrrolo[2,3-b]pyridine), C[Si](CCOCCl)(C)C ([β-(Trimethylsilyl)ethoxy]methyl chloride). Run in CN(C=O)C (N,N-dimethylformamide). Run at temperature 0 celsius, time 10 minute. Yields the product BrC1=C2C(=NC=C1)N(C=C2)COCC[Si](C)(C)C (4-bromo-1-{[2-(trimethylsilyl)ethoxy]methyl}-1H-pyrrolo[2,3-b]pyridine). The yield is 96.5%. As a reaction SMILES: [Br:1][C:2]1[CH:7]=[CH:6][N:5]=[C:4]2[NH:8][CH:9]=[CH:10][C:3]=12.[H-].[Na+].[CH3:13][Si:14]([CH3:21])([CH3:20])[CH2:15][CH2:16][O:17][CH2:18]Cl>CN(C)C=O>[Br:1][C:2]1[CH:7]=[CH:6][N:5]=[C:4]2[N:8]([CH2:18][O:17][CH2:16][CH2:15][Si:14]([CH3:21])([CH3:20])[CH3:13])[CH:9]=[CH:10][C:3]=12 |f:1.2|. Procedure: 4-Bromo-1H-pyrrolo[2,3-b]pyridine (10.0 g, 0.0508 mol, Aldrich: Cat. #703451) was dissolved in N,N-dimethylformamide (100 mL) and cooled under nitrogen to 0° C. Sodium hydride (3.00 g, 0.0750 mol, 60% dispersion in mineral oil) was added portion-wise. The reaction was stirred for 10 minutes. [β-(Trimethylsilyl)ethoxy]methyl chloride (10.8 mL, 0.0609 mol, Aldrich: Cat. #238902) was added slowly to the reaction mixture, stirred at 0° C. for 45 minutes, and allowed to warm to room temperature. The ... Reactants: N(=O)[O-].[Na+] (sodium nitrite), [I-].[K+] (potassium iodide), diazonium salt, NC1=C2C=NNC2=CC=C1 (4-amino-1H-indazole), Cl (hydrochloric acid). Solvent: O (water), O (water), O (water), C(C)(=O)OCC (ethyl acetate). Conditions: temperature 30 celsius. Yields the product IC1=C2C=NNC2=CC=C1 (4-iodo-1H-indazole). Isolated yield 25.1%. RXN SMILES: N[C:2]1[CH:10]=[CH:9][CH:8]=[C:7]2[C:3]=1[CH:4]=[N:5][NH:6]2.Cl.N([O-])=O.[Na+].[I-:16].[K+]>O.C(OCC)(=O)C>[I:16][C:2]1[CH:10]=[CH:9][CH:8]=[C:7]2[C:3]=1[CH:4]=[N:5][NH:6]2 |f:2.3,4.5|. Reported procedure: A mixture of 4-amino-1H-indazole (50.0 g, 0.375 moles) in water (100 ml) and con. hydrochloric acid (182 ml) was cooled to −10° C. To this a solution of sodium nitrite (51.7 g, 0.75 moles) in water (75 ml) was added drop wise at −10° C. in about 30-60 min. (during addition frothing was observed). In another flask a mixture of potassium iodide (311 g, 1.87 moles) in water (3000 ml) was prepared at room temperature and to this above cooled diazonium salt at 30-40° C. was added in about 30-40 min. ... The reactants are COC1=CC=C(C2=CC=CC=C12)O (4-methoxynaphthol), C(C)(=O)O.C(C)(=O)O.IC1=CC=CC=C1 (iodobenzene diacetate), C(=O)(O)[O-].[Na+] (NaHCO3). The solvent is CO (methanol). Yields the product COC1(C=CC(C2=CC=CC=C12)=O)OC (4,4-Dimethoxy-4H-Naphthalen-1-One). Reaction SMILES: [CH3:1][O:2][C:3]1[C:12]2[C:7](=[CH:8][CH:9]=[CH:10][CH:11]=2)[C:6]([OH:13])=[CH:5][CH:4]=1.[C:14](O)(=[O:16])C.C(O)(=O)C.IC1C=CC=CC=1.C([O-])(O)=O.[Na+]>CO>[CH3:1][O:2][C:3]1([O:16][CH3:14])[C:12]2[C:7](=[CH:8][CH:9]=[CH:10][CH:11]=2)[C:6](=[O:13])[CH:5]=[CH:4]1 |f:1.2.3,4.5|. Procedure details: For example, a solution of 4-methoxynaphthol (16 mmol) and iodobenzene diacetate (6.1 g, 19 mmol) in methanol (75 mL) is stirred at room temperature, under a nitrogen atmosphere for 1 hour. The resultant dark blue solution is poured into a saturated solution of NaHCO3 (75 mL), then evaporated to reduced volume. The blue oil is extracted with CH2Cl2 (3×75 mL) and the organic layer is washed with water (3×75 mL), brine (2×75 mL), and is dried over MgSO4, and filtered and evaporated to dryness (bat... Starting materials: product, C(C)(=O)OC(CCCN(C#N)CCCCC(CC(=O)OC)C)CCCCC (methyl 7-[N-(4-acetoxynonyl)cyanamido]-3-methylheptanoate), BrCCCCCC(C(=O)OCC)C (ethyl 7-bromo-2-methylheptanoate), CC(CC(=O)OC)CCCCI (methyl 3-methyl-7-iodoheptanoate). Product: O[C@@H](C#CCN(C#N)CCCCCCC(=O)O)CCCCC (7-[N-(4-(R)-hydroxy-2-nonynyl)cyanamido]heptanoic acid), O[C@@H](C#CCN(C(=O)N)CCCCCCC(=O)O)CCCCC (7-[1-(4(R)-hydroxy-2-nonynyl)ureido]heptanoic acid). As a reaction SMILES: BrCCCCCC(C)C(OCC)=[O:9].CC(CCCCI)CC(OC)=O.C([O:29][CH:30]([CH2:48][CH2:49][CH2:50][CH2:51][CH3:52])[CH2:31][CH2:32][CH2:33][N:34]([CH2:37][CH2:38][CH2:39][CH2:40][CH:41](C)[CH2:42][C:43]([O:45]C)=[O:44])[C:35]#[N:36])(=O)C>>[OH:29][C@H:30]([CH2:48][CH2:49][CH2:50][CH2:51][CH3:52])[C:31]#[C:32][CH2:33][N:34]([CH2:37][CH2:38][CH2:39][CH2:40][CH2:41][CH2:42][C:43]([OH:45])=[O:44])[C:35]#[N:36].[OH:29][C@H:30]([CH2:48][CH2:49][CH2:50][CH2:51][CH3:52])[C:31]#[C:32][CH2:33][N:34]([CH2:37][CH2:38][CH2:39][CH2:40][CH2:41][CH2:42][C:43]([OH:45])=[O:44])[C:35]([NH2:36])=[O:9]. Procedure: The synthesis of this compound is carried out as described in Example 7 except that, in Step A, the ethyl 7-bromo-2-methylheptanoate is replaced by an equimolar amount of methyl 3-methyl-7-iodoheptanoate. The product of Step A is thus methyl 7-[N-(4-acetoxynonyl)cyanamido]-3-methylheptanoate. The subsequent steps yield 7-[N-(4-hydroxynonyl)cyanamido]-3-methylheptanoic acid (B) and 7-[1-(4-hydroxynonyl)ureido]-2-methylheptanoic acid (C).